This data is from the Open Reaction Database (ORD), a public repository of structured organic reaction records. The task is: describe an organic reaction: reactants, conditions, products, and yield Starting materials: C(C)O (ethanol), C(\C=C\C(=O)O)(=O)O (fumaric acid), OCC1=CC=C(C=C1)CC(C)=O (1-(4-hydroxymethylphenyl)propan-2-one), OC(CN)C1=CC=CC=C1 (2-hydroxy-2-phenylethanamine). The reagents and catalysts are [Pt]=O (platinum oxide). Run in CC(C)O (propan-2-ol), C1=CC=CC=C1 (benzene). Product: OCC1=CC=C(C=C1)CC(C)NCC(C1=CC=CC=C1)O (N-[2-(4-Hydroxymethylphenyl)-1-methylethyl]-2-hydroxy-2-phenyl ethanamine), hemi-fumarate salt. Reaction SMILES: [OH:1][CH2:2][C:3]1[CH:8]=[CH:7][C:6]([CH2:9][C:10](=O)[CH3:11])=[CH:5][CH:4]=1.[OH:13][CH:14]([C:17]1[CH:22]=[CH:21][CH:20]=[CH:19][CH:18]=1)[CH2:15][NH2:16].C(O)C.C(O)(=O)/C=C/C(O)=O>C1C=CC=CC=1.CC(O)C.[Pt]=O>[OH:1][CH2:2][C:3]1[CH:8]=[CH:7][C:6]([CH2:9][CH:10]([NH:16][CH2:15][CH:14]([OH:13])[C:17]2[CH:22]=[CH:21][CH:20]=[CH:19][CH:18]=2)[CH3:11])=[CH:5][CH:4]=1. Procedure: A mixture of 1-(4-hydroxymethylphenyl)propan-2-one (3.0 g) and 2-hydroxy-2-phenylethanamine (2.5 g) in benzene (200 ml) was refluxed for 4 hours under Dean and Stark conditions. The solvent was replaced with ethanol (200 ml), platinum oxide (200 mg) was added and the mixture was hydrogenated at ambient temperature and pressure. The solution was filtered and evaporated to give an oil which was taken up in propan-2-ol and treated with the theoretical amount of fumaric acid. The title compound was ... Starting materials: [N+](=O)([O-])C1=CC=C(C=C1)CS(=O)(=O)Cl (4-nitrophenylmethanesulfonylchloride), C(C#C)N (propargyl amine). Solvent: C(C)(=O)OCC (ethyl acetate), C(C)(=O)OCC (ethyl acetate), O (water). Conditions: time 30 minute. Product: C(C#C)NS(=O)(=O)CC1=CC=C(C=C1)[N+](=O)[O-] (4-(prop-2-ynylaminosulfonylmethyl)nitrobenzene). Yield: 79.6%. Reaction SMILES: [N+:1]([C:4]1[CH:9]=[CH:8][C:7]([CH2:10][S:11](Cl)(=[O:13])=[O:12])=[CH:6][CH:5]=1)([O-:3])=[O:2].[CH2:15]([NH2:18])[C:16]#[CH:17]>C(OCC)(=O)C.O>[CH2:15]([NH:18][S:11]([CH2:10][C:7]1[CH:8]=[CH:9][C:4]([N+:1]([O-:3])=[O:2])=[CH:5][CH:6]=1)(=[O:13])=[O:12])[C:16]#[CH:17]. Procedure: To a cooled (0° C.) suspension of 4-nitrophenylmethanesulfonylchloride (0.510 g, 2.16 mmol) in ethyl acetate (3.0 mL) was added a solution of propargyl amine (1.0 mL, 14.5 mmol) in water (1.0 mL). The reaction mixture was stirred for 30 minutes and then diluted with ethyl acetate (30 mL) and washed with 1N HCl (10 mL), water (10 mL), and brine (10 mL). The organic layer was dried (MgSO4), filtered, and concentrated in vacuo to provide 4-(prop-2-ynylaminosulfonylmethyl)nitrobenzene as a tan solid... Reactants: CO (methanol), COC(=O)C=1N=C(SC1)CNC(COC1=CC=C(C=C1)OC(F)(F)F)=O (2-{[2-(4-Trifluoromethoxy-phenoxy)-acetylamino]-methyl}-thiazole-4-carboxylic acid methyl ester), CO (methanol), [OH-].[Na+] (NaOH). Run in O (water). Conditions: time 12 hour. Yields the product FC(OC1=CC=C(OCC(=O)NCC=2SC=C(N2)C(=O)O)C=C1)(F)F (2-{[2-(4-Trifluoromethoxy-phenoxy)-acetylamino]-methyl}-thiazole-4-carboxylic acid). The yield is 85.8%. RXN SMILES: C[O:2][C:3]([C:5]1[N:6]=[C:7]([CH2:10][NH:11][C:12](=[O:26])[CH2:13][O:14][C:15]2[CH:20]=[CH:19][C:18]([O:21][C:22]([F:25])([F:24])[F:23])=[CH:17][CH:16]=2)[S:8][CH:9]=1)=[O:4].CO.[OH-].[Na+]>O>[F:25][C:22]([F:23])([F:24])[O:21][C:18]1[CH:19]=[CH:20][C:15]([O:14][CH2:13][C:12]([NH:11][CH2:10][C:7]2[S:8][CH:9]=[C:5]([C:3]([OH:4])=[O:2])[N:6]=2)=[O:26])=[CH:16][CH:17]=1 |f:2.3|. Reported procedure: 2-{[2-(4-Trifluoromethoxy-phenoxy)-acetylamino]-methyl}-thiazole-4-carboxylic acid methyl ester (8.6 g, 22 mmol) was mixed with methanol (110 mL). NaOH (1.3 g, 33 mmol) was dissolved in water (110 mL) and added to the methanol solution. The reaction mixture was stirred for 12 hours. The mixture became homogenous after three hours. The methanol was removed in vacuo and the resulting slurry was acidified with 1 N HCl. The resulting slurry was extracted with EtOAc ×3. The combined organic extracts ... Reactants: CC(C)(C)C1=C(C=CC(=C1)C(C)(C)C)S[C@H]1[C@@H](CCC1)O ((-)trans-2-[[2,4-bis(1,1-dimethylethyl)phenyl]thio]cyclopentanol), CC(C)(C)C=1C=C(C=C(C1)C(C)(C)C)S[C@H]1[C@@H](CCC1)O ((±)trans-2-[[3,5-bis(1,1-dimethylethyl)phenyl]thio]cyclopentanol), CC(C)(C)C1=C(C=CC(=C1)C(C)(C)C)S[C@@H]1[C@@H](CCC1)O ((±)cis-2-[[2,4-bis(1,1-dimethylethyl)phenyl]thio]cyclopentanol). The solvent is C(Cl)(Cl)Cl (CHCl3). Yields the product CC(C)(C)C1=C(C=CC(=C1)C(C)(C)C)S[C@H]1[C@@H](CCC1)OCC(=O)O ((-)trans-2-[[2-[[2,4-bis(1,1-dimethylethyl)phenyl]thio]cyclopentyl]oxy]acetic acid). As a reaction SMILES: [CH3:1][C:2]([C:5]1[CH:10]=[C:9]([C:11]([CH3:14])([CH3:13])[CH3:12])[CH:8]=[CH:7][C:6]=1[S:15][C@@H:16]1[CH2:20][CH2:19][CH2:18][C@H:17]1[OH:21])([CH3:4])[CH3:3].CC(C1C=C(S[C@@H]2CC[CH2:39][C@H:38]2[OH:42])C=C(C(C)(C)C)C=1)(C)C.CC(C1C=C(C(C)(C)C)C=CC=1S[C@H]1CCC[C@H]1[OH:63])(C)C>C(Cl)(Cl)Cl>[CH3:4][C:2]([C:5]1[CH:10]=[C:9]([C:11]([CH3:12])([CH3:13])[CH3:14])[CH:8]=[CH:7][C:6]=1[S:15][C@@H:16]1[CH2:20][CH2:19][CH2:18][C@H:17]1[O:21][CH2:39][C:38]([OH:42])=[O:63])([CH3:1])[CH3:3]. Procedure: The title compound was prepared by the method described in Example 77, except that the title product of Example 91 was substituted for the title product of Example 75, Compound A. The structure was supported by NMR, Ir, optical rotation (CHCl3, 25° C.; 589 nm +1.91°±2.69°; 365 nm -28.2°±18.1°) and elemental analysis.